This data is from the Open Reaction Database (ORD), a public repository of structured organic reaction records. The task is: describe an organic reaction: reactants, conditions, products, and yield Reactants: CC#N, O=C(c1cc(O)ccc1F)c1ccc(Nc2ccc(F)cc2F)cc1Cl, OCCCCl, [I-], [K+], [K+], [Na+], O=C([O-])[O-]. Yields the product O=C(c1cc(OCCCO)ccc1F)c1ccc(Nc2ccc(F)cc2F)cc1Cl. Reaction SMILES: [CH3:40][C:41]#[N:42].[Cl:1][c:2]1[c:3]([C:17](=[O:18])[c:19]2[c:20]([F:26])[cH:21][cH:22][c:23]([OH:25])[cH:24]2)[cH:4][cH:5][c:6]([NH:8][c:9]2[c:10]([F:16])[cH:11][c:12]([F:15])[cH:13][cH:14]2)[cH:7]1.[Cl:27][CH2:28][CH2:29][CH2:30][OH:31].[I-:38].[K+:32].[K+:33].[Na+:39].[O-:34][C:35]([O-:36])=[O:37]>>[Cl:1][c:2]1[c:3]([C:17](=[O:18])[c:19]2[c:20]([F:26])[cH:21][cH:22][c:23]([O:25][CH2:28][CH2:29][CH2:30][OH:31])[cH:24]2)[cH:4][cH:5][c:6]([NH:8][c:9]2[c:10]([F:16])[cH:11][c:12]([F:15])[cH:13][cH:14]2)[cH:7]1. The reactants are C(=O)(Cl)Cl (Phosgene), CCOC1=CC=C2C(=C1)C(=CC(N2)(C)C)C (ethoxyquin), C(=O)(Cl)Cl (phosgene). Solvent: C(C)OC(C)=O (ethylacetate), C(C)OC(C)=O (ethylacetate). Product: ClC(=O)N1C(C=C(C2=CC(=CC=C12)OCC)C)(C)C (1-Chlorocarbonyl-6-ethoxy-1,2-dihydro-2,2,4-trimethylquinoline). RXN SMILES: [CH3:1][CH2:2][O:3][C:4]1[CH:9]=[C:8]2[C:10]([CH3:16])=[CH:11][C:12]([CH3:15])([CH3:14])[NH:13][C:7]2=[CH:6][CH:5]=1.[C:17](Cl)([Cl:19])=[O:18]>C(OC(=O)C)C>[Cl:19][C:17]([N:13]1[C:7]2[C:8](=[CH:9][C:4]([O:3][CH2:2][CH3:1])=[CH:5][CH:6]=2)[C:10]([CH3:16])=[CH:11][C:12]1([CH3:15])[CH3:14])=[O:18]. Reported procedure: A solution of ethoxyquin (30 g) in ethylacetate (300 ml) was added dropwise at room temperature to a stirred saturated solution of phosgene in ethylacetate (100 ml). Phosgene was rapidly and continuously bubbled into the stirred solution during the period of addition (2 hours). After the addition of the ethoxyquin solution was finished, phosgene bubbling was stopped and the solvent was gradually distilled (atmospheric pressure). At the end of the distillation, CCl4 (50 ml) was added and distilla... Starting materials: O (Water), C(#N)C=1C=C(C(=NC1NC1=CC(=NO1)C)N[C@H]1[C@H](CCCC1)NC(OC(C)(C)C)=O)F (tert-butyl (1S,2R)-2-(5-cyano-3-fluoro-6-(3-methylisoxazol-5-ylamino)pyridin-2-ylamino)cyclohexylcarbamate), [OH-].[Na+] (NaOH), OO (H2O2). Solvent: CCOC(=O)C (EtOAc), CCO (EtOH), CS(=O)C (DMSO). Conditions: time 15 minute. The product is C(N)(=O)C=1C=C(C(=NC1NC1=CC(=NO1)C)N[C@H]1[C@H](CCCC1)NC(OC(C)(C)C)=O)F (tert-butyl (1S,2R)-2-(5-carbamoyl-3-fluoro-6-(3-methylisoxazol-5-ylamino)pyridin-2-ylamino)cyclohexylcarbamate). As a reaction SMILES: [C:1]([C:3]1[CH:4]=[C:5]([F:31])[C:6]([NH:16][C@@H:17]2[CH2:22][CH2:21][CH2:20][CH2:19][C@@H:18]2[NH:23][C:24](=[O:30])[O:25][C:26]([CH3:29])([CH3:28])[CH3:27])=[N:7][C:8]=1[NH:9][C:10]1[O:14][N:13]=[C:12]([CH3:15])[CH:11]=1)#[N:2].[OH-:32].[Na+].OO.O>CCO.CS(C)=O.CCOC(C)=O>[C:1]([C:3]1[CH:4]=[C:5]([F:31])[C:6]([NH:16][C@@H:17]2[CH2:22][CH2:21][CH2:20][CH2:19][C@@H:18]2[NH:23][C:24](=[O:30])[O:25][C:26]([CH3:27])([CH3:28])[CH3:29])=[N:7][C:8]=1[NH:9][C:10]1[O:14][N:13]=[C:12]([CH3:15])[CH:11]=1)(=[O:32])[NH2:2] |f:1.2|. Procedure: To a solution of the crude tert-butyl (1S,2R)-2-(5-cyano-3-fluoro-6-(3-methylisoxazol-5-ylamino)pyridin-2-ylamino)cyclohexylcarbamate in EtOH (2 mL) and DMSO (2 mL), aq. 1N NaOH (1 mL) and aq. H2O2 (50%, 1 mL) were added. The mixture was stirred at room temperature for 15 min. Water and EtOAc were added. The organic phase was separated, dried over Na2SO4, concentrated in vacuo to give crude tert-butyl (1S,2R)-2-(5-carbamoyl-3-fluoro-6-(3-methylisoxazol-5-ylamino)pyridin-2-ylamino)cyclohexylcarba... Starting materials: C(C)OC=1C=C(C=C(C1OC)OCC)CO ((3,5-diethoxy-4-methoxy-phenyl)-methanol). The reagents and catalysts are O=[Mn]=O (MnO2). The solvent is C1CCOC1 (THF). Run at time 4 hour. Product: C(C)OC=1C=C(C=O)C=C(C1OC)OCC (3,5-Diethoxy-4-methoxy-benzaldehyde). Yield: 46.5%. Reaction SMILES: [CH2:1]([O:3][C:4]1[CH:5]=[C:6]([CH2:15][OH:16])[CH:7]=[C:8]([O:12][CH2:13][CH3:14])[C:9]=1[O:10][CH3:11])[CH3:2]>C1COCC1.O=[Mn]=O>[CH2:13]([O:12][C:8]1[CH:7]=[C:6]([CH:5]=[C:4]([O:3][CH2:1][CH3:2])[C:9]=1[O:10][CH3:11])[CH:15]=[O:16])[CH3:14]. Reported procedure: To a solution of (3,5-diethoxy-4-methoxy-phenyl)-methanol (0.26 g, 1.15 mmol, 1.0 equiv) in THF (10 mL) was added activated MnO2 (1.0 g, 11.49 mmol, 10.0 equiv) and the reaction mixture stirred at rt for 4 h. Filtration through Hyflo Super Cel, concentration by evaporation under reduced pressure and purification with column chromatography on silica eluting with hexane/ethyl acetate (5:1) yielded 0.12 g (48%) of the title compound. 1H NMR (300 MHz, CDCl3): δ 1.47 (t, J=7.0 Hz, 6H), 3.94 (s, 3H), ... The reactants are C1(CC1)C1=C(C=O)C(=CC=C1)CC (2-Cyclopropyl-6-ethyl-benzaldehyde), Cl(=O)[O-].[Na+] (sodium chlorite), P(=O)(O)(O)[O-].[Na+] (sodium dihydrogenphosphate). The solvent is CC(C)=CC (2-methyl-2-butene), C(C)(C)(C)O (tert butanol), O (water). Yields the product C1(CC1)C1=C(C(=O)O)C(=CC=C1)CC (2-Cyclopropyl-6-ethyl-benzoic acid). As a reaction SMILES: [CH:1]1([C:4]2[CH:11]=[CH:10][CH:9]=[C:8]([CH2:12][CH3:13])[C:5]=2[CH:6]=[O:7])[CH2:3][CH2:2]1.Cl([O-])=[O:15].[Na+].P([O-])(O)(O)=O.[Na+]>C(O)(C)(C)C.CC(=CC)C.O>[CH:1]1([C:4]2[CH:11]=[CH:10][CH:9]=[C:8]([CH2:12][CH3:13])[C:5]=2[C:6]([OH:15])=[O:7])[CH2:2][CH2:3]1 |f:1.2,3.4|. Reported procedure: 2-Cyclopropyl-6-ethyl-benzaldehyde (CAS 945408-11-7) (500 mg, 2.9 mmol) was dissolved in 3.5 mL tert butanol and 1.7 mL 2-methyl-2-butene. At 0° C. a solution of sodium chlorite (80% purity, 422 mg, 3.8 mmol) and sodium dihydrogenphosphate (452 mg, 3.8 mmol) in 3 mL water was added slowly. The reaction mixture was stirred at room temperature over night. The solvents were evaporated off. The residue was taken up in 1N sodium hydroxide solution and was extracted with tert butyl methylether. The aq... Reactants: C(C)(C)(C)OC(NC=1SC(=C(N1)C)CC)=O ((5-ethyl-4-methyl-thiazol-2-yl)-carbamic acid tert-butyl ester), C(=O)(C(F)(F)F)O (TFA), C(=O)(O)[O-].[Na+] (NaHCO3). Solvent: C(Cl)Cl (CH2Cl2). Reaction conditions: time 2 hour. The product is C(C)C1=C(N=C(S1)N)C (5-Ethyl-4-methyl-thiazol-2-ylamine). The yield is 86.5%. Reaction SMILES: C(OC(=O)[NH:7][C:8]1[S:9][C:10]([CH2:14][CH3:15])=[C:11]([CH3:13])[N:12]=1)(C)(C)C.C(O)(C(F)(F)F)=O.C([O-])(O)=O.[Na+]>C(Cl)Cl>[CH2:14]([C:10]1[S:9][C:8]([NH2:7])=[N:12][C:11]=1[CH3:13])[CH3:15] |f:2.3|. Procedure: The above prepared (5-ethyl-4-methyl-thiazol-2-yl)-carbamic acid tert-butyl ester (0.394 g, 1.626 mmol) was dissolved in 8 mL of CH2Cl2 and treated with 1.5 mL of TFA. After 2 h at RT all starting material had disappeared. The reaction mixture was then poured onto icewater/NaHCO3, twofold extracted with ethyl acetate, washed with water and brine, dried over sodium sulfate, and evaporated to dryness. Flash chromatography (SiO2, hexane/ethyl acetate=1/1) yielded 0.200 g of the title compound as li... The reactants are ClC1=C(C(=C(C=C1[N+](=O)[O-])F)F)C (2-chloro-5,6-difluoro-3-nitrotoluene), [F-].[K+] (potassium fluoride), CS(=O)C (dimethylsulfoxide). Solvent: C1=CC=CC=C1 (benzene). Reaction conditions: time 3.5 hour. The product is FC1=C(C(=C(C=C1[N+](=O)[O-])F)F)C (2,5,6-trifluoro-3-nitrotoluene). The yield is 48.9%. As a reaction SMILES: Cl[C:2]1[C:7]([N+:8]([O-:10])=[O:9])=[CH:6][C:5]([F:11])=[C:4]([F:12])[C:3]=1[CH3:13].[F-:14].[K+].CS(C)=O>C1C=CC=CC=1>[F:14][C:2]1[C:7]([N+:8]([O-:10])=[O:9])=[CH:6][C:5]([F:11])=[C:4]([F:12])[C:3]=1[CH3:13] |f:1.2|. Procedure details: To 2-chloro-5,6-difluoro-3-nitrotoluene (1.0 g) are added spray-dried potassium fluoride (1.4 g), anhydrous dimethylsulfoxide (10 ml) and benzene (10 ml), and the moisture is removed by azeotropic distillation together with benzene. Subsequently, the mixture is stirred at 170°-180° C. under argon stream for 3.5 hours. After cooling, the reaction mixture is poured into ice water and extracted with diethyl ether. The extract is washed with water, dried and then the solvent is distilled off. The re... Reactants: FC=1C=C(C=CC1C(=O)OCC1=CC=CC=C1)C1=C(C=CC=C1)O (benzyl 3-fluoro-2′-hydroxybiphenyl-4-carboxylate), C([O-])([O-])=O.[Cs+].[Cs+] (cesium carbonate), BrCC(C(=O)OC(C)(C)C)(C)C (tert-butyl 3-bromo-2,2-dimethylpropanoate). Solvent: CN(C=O)C (N,N-dimethylformamide), CN(C=O)C (N,N-dimethylformamide). Reaction conditions: time 30 minute. Yields the product C(C)(C)(C)OC(C(COC1=C(C=CC=C1)C1=CC(=C(C=C1)C(=O)OCC1=CC=CC=C1)F)(C)C)=O (benzyl 2′-(3-tert-butoxy-2,2-dimethyl-3-oxopropoxy)-3-fluorobiphenyl-4-carboxylate). Isolated yield 68.3%. RXN SMILES: [F:1][C:2]1[CH:3]=[C:4]([C:18]2[CH:23]=[CH:22][CH:21]=[CH:20][C:19]=2[OH:24])[CH:5]=[CH:6][C:7]=1[C:8]([O:10][CH2:11][C:12]1[CH:17]=[CH:16][CH:15]=[CH:14][CH:13]=1)=[O:9].C(=O)([O-])[O-].[Cs+].[Cs+].Br[CH2:32][C:33]([CH3:42])([CH3:41])[C:34]([O:36][C:37]([CH3:40])([CH3:39])[CH3:38])=[O:35]>CN(C)C=O>[C:37]([O:36][C:34](=[O:35])[C:33]([CH3:42])([CH3:41])[CH2:32][O:24][C:19]1[CH:20]=[CH:21][CH:22]=[CH:23][C:18]=1[C:4]1[CH:5]=[CH:6][C:7]([C:8]([O:10][CH2:11][C:12]2[CH:17]=[CH:16][CH:15]=[CH:14][CH:13]=2)=[O:9])=[C:2]([F:1])[CH:3]=1)([CH3:40])([CH3:39])[CH3:38] |f:1.2.3|. Procedure: To an N,N-dimethylformamide solution (200 ml) of benzyl 3-fluoro-2′-hydroxybiphenyl-4-carboxylate (14.8 g) was added at room temperature cesium carbonate (37.5 g), followed by stirring for 30 minutes. To this was added an N,N-dimethylformamide solution (200 ml) of tert-butyl 3-bromo-2,2-dimethylpropanoate (27.2 g), followed by stirring at 60° C. for 3 days. After the reaction solution was concentrated under reduced pressure, water and ethyl acetate were added to the residue, and the solution was...